From a dataset of the Open Reaction Database (ORD), a public repository of structured organic reaction records. describe an organic reaction: reactants, conditions, products, and yield Reactants: CO (methanol), BrC=1C=C2C(=NC1)NC=C2I (5-Bromo-3-iodo-1H-pyrrolo[2,3-b]pyridine), C1(=CC=CC=C1)S(=O)(=O)Cl (benzenesulfonyl chloride), [OH-].[Na+] (NaOH). The reagents and catalysts are [N+](CCCC)(CCCC)(CCCC)CCCC.[O-]S(=O)(=O)O (Bu4NHSO4). Solvent: C(Cl)Cl (CH2Cl2), C(Cl)Cl (CH2Cl2). Conditions: time 45 minute. Yields the product C1(=CC=CC=C1)S(=O)(=O)N1C=C(C=2C1=NC=C(C2)Br)I (1-Benzenesulfonyl-5-bromo-3-iodo-1H-pyrrolo[2,3-b]pyridine). Isolated yield 96.8%. As a reaction SMILES: [Br:1][C:2]1[CH:3]=[C:4]2[C:10]([I:11])=[CH:9][NH:8][C:5]2=[N:6][CH:7]=1.[C:12]1([S:18](Cl)(=[O:20])=[O:19])[CH:17]=[CH:16][CH:15]=[CH:14][CH:13]=1.[OH-].[Na+].CO>C(Cl)Cl.[N+](CCCC)(CCCC)(CCCC)CCCC.[O-]S(O)(=O)=O>[C:12]1([S:18]([N:8]2[C:5]3=[N:6][CH:7]=[C:2]([Br:1])[CH:3]=[C:4]3[C:10]([I:11])=[CH:9]2)(=[O:20])=[O:19])[CH:17]=[CH:16][CH:15]=[CH:14][CH:13]=1 |f:2.3,6.7|. Procedure details: To a cooled solution of 45 (15.00 g, 46.6 mmol) in CH2Cl2 (210 mL) was added benzenesulfonyl chloride (9.18 mL, 71.8 mmol), 50% aq NaOH (13.04 mL) and Bu4NHSO4 (2.35 g, 6.94 mmol). The mixture was allowed to warm to ambient temperature and stirred for 2 h 45 min. The mixture was diluted with CH2Cl2 (200 mL) and washed with saturated brine solution (200 mL). The aqueous layer was extracted with CH2Cl2 (2×200 mL), the combined organics were dried (MgSO4) and concentrated to afford a pale yellow so... As a reaction SMILES: [NH2:1][C:2]1[S:3][C:4]2[C:10]([C:11]#[N:12])=[C:9]([O:13][C:14]3[C:15]([Cl:28])=[CH:16][C:17]([F:27])=[C:18]([NH:20][C:21](=[O:26])[C:22]([F:25])([F:24])[F:23])[CH:19]=3)[CH:8]=[CH:7][C:5]=2[N:6]=1.[CH:29]1([C:32](Cl)=[O:33])[CH2:31][CH2:30]1>N1C=CC=CC=1>[Cl:28][C:15]1[CH:16]=[C:17]([F:27])[C:18]([NH:20][C:21](=[O:26])[C:22]([F:23])([F:25])[F:24])=[CH:19][C:14]=1[O:13][C:9]1[CH:8]=[CH:7][C:5]2[N:6]=[C:2]([NH:1][C:32]([CH:29]3[CH2:31][CH2:30]3)=[O:33])[S:3][C:4]=2[C:10]=1[C:11]#[N:12]. Solvent: N1=CC=CC=C1 (pyridine). Product: ClC1=C(OC2=C(C3=C(N=C(S3)NC(=O)C3CC3)C=C2)C#N)C=C(C(=C1)F)NC(C(F)(F)F)=O (N-(6-{2-chloro-4-fluoro-5-[(trifluoroacetyl)amino]phenoxy}-7-cyano-1,3-benzothiazol-2-yl)cyclopropanecarboxamide). Yield: 42.8%. Reported procedure: To a solution of N-{5-[(2-amino-7-cyano-1,3-benzothiazol-6-yl)oxy]-4-chloro-2-fluorophenyl}-2,2,2-trifluoroacetamide (0.7 g, 1.63 mmol) in pyridine (3 mL) was added cyclopropanecarbonyl chloride (191 μL, 2.11 mmol), and the mixture was stirred at room temperature for 2 hr. The reaction mixture was concentrated under reduced pressure. The obtained residue was diluted with ethyl acetate (100 mL), washed successively with 5% aqueous sodium hydrogen carbonate solution (100 mL) and saturated brine (1... The reactants are NC=1SC2=C(N1)C=CC(=C2C#N)OC=2C(=CC(=C(C2)NC(C(F)(F)F)=O)F)Cl (N-{5-[(2-amino-7-cyano-1,3-benzothiazol-6-yl)oxy]-4-chloro-2-fluorophenyl}-2,2,2-trifluoroacetamide), C1(CC1)C(=O)Cl (cyclopropanecarbonyl chloride). Conditions: time 2 hour. Reactants: COC(=O)c1csc(NC(=O)C(Cc2ccccc2)NC(=O)C(N)c2ccc(OC)c(F)c2)n1, Cc1ccccc1, CCOC(C)=O, CCN(C(C)C)C(C)C, O=C(Cl)OC(Cl)(Cl)Cl, C1CCOC1. The product is COC(=O)c1csc(NC(=O)C(Cc2ccccc2)N2C(=O)NC(c3ccc(OC)c(F)c3)C2=O)n1. As a reaction SMILES: [CH3:1][O:2][C:3](=[O:4])[c:5]1[n:6][c:7]([NH:10][C:11]([CH:12]([CH2:13][c:14]2[cH:15][cH:16][cH:17][cH:18][cH:19]2)[NH:20][C:21]([CH:22]([c:23]2[cH:24][c:25]([F:31])[c:26]([O:29][CH3:30])[cH:27][cH:28]2)[NH2:32])=[O:33])=[O:34])[s:8][cH:9]1.[CH3:57][c:58]1[cH:59][cH:60][cH:61][cH:62][cH:63]1.[CH3:64][CH2:65][O:66][C:67](=[O:68])[CH3:69].[CH:35]([N:36]([CH:37]([CH3:38])[CH3:39])[CH2:40][CH3:41])([CH3:42])[CH3:43].[O:44]=[C:45]([Cl:46])[O:47][C:48]([Cl:49])([Cl:50])[Cl:51].[O:52]1[CH2:53][CH2:54][CH2:55][CH2:56]1>>[CH3:1][O:2][C:3](=[O:4])[c:5]1[n:6][c:7]([NH:10][C:11]([CH:12]([CH2:13][c:14]2[cH:15][cH:16][cH:17][cH:18][cH:19]2)[N:20]2[C:21](=[O:33])[CH:22]([c:23]3[cH:24][c:25]([F:31])[c:26]([O:29][CH3:30])[cH:27][cH:28]3)[NH:32][C:45]2=[O:44])=[O:34])[s:8][cH:9]1.